This data is from the Open Reaction Database (ORD), a public repository of structured organic reaction records. The task is: describe an organic reaction: reactants, conditions, products, and yield The reactants are N1CCCC1 (pyrrolidine), ClC1=NC2=CC=C(C=C2C(=C1)C)C#CC1=NC=C(C=C1)C1=CC=C(C=C1)Cl (2-chloro-6-[5-(4-chlorophenyl)pyridin-2-ylethynyl]-4-methylquinoline). The solvent is O1CCOCC1 (1,4-dioxane). Product: ClC1=CC=C(C=C1)C=1C=CC(=NC1)C#CC=1C=C2C(=CC(=NC2=CC1)N1CCCC1)C (6-[5-(4-chlorophenyl)pyridin-2-ylethynyl]-4-methyl-2-pyrrolidin-1-ylquinoline). Reaction SMILES: [NH:1]1[CH2:5][CH2:4][CH2:3][CH2:2]1.Cl[C:7]1[CH:16]=[C:15]([CH3:17])[C:14]2[C:9](=[CH:10][CH:11]=[C:12]([C:18]#[C:19][C:20]3[CH:25]=[CH:24][C:23]([C:26]4[CH:31]=[CH:30][C:29]([Cl:32])=[CH:28][CH:27]=4)=[CH:22][N:21]=3)[CH:13]=2)[N:8]=1>O1CCOCC1>[Cl:32][C:29]1[CH:28]=[CH:27][C:26]([C:23]2[CH:24]=[CH:25][C:20]([C:19]#[C:18][C:12]3[CH:13]=[C:14]4[C:9](=[CH:10][CH:11]=3)[N:8]=[C:7]([N:1]3[CH2:5][CH2:4][CH2:3][CH2:2]3)[CH:16]=[C:15]4[CH3:17])=[N:21][CH:22]=2)=[CH:31][CH:30]=1. Procedure details: 77 μL (0.925 mmol) of pyrrolidine is added to a solution of 90 mg (0.231 mmol) of 2-chloro-6-[5-(4-chlorophenyl)pyridin-2-ylethynyl]-4-methylquinoline in 5 mL of 1,4-dioxane and the reaction mixture is refluxed overnight. It is evaporated down in vacuo, and the residue is taken up in DMF and purified by HPLC-MS. The fractions containing the product are combined, evaporated down, and freeze-dried. The product is dissolved in DCM, evaporated down, and the residue is triturated with a little EtOAc,... Reagents/catalysts: C1=CC=C(C=C1)P([C-]2C=CC=C2)C3=CC=CC=C3.C1=CC=C(C=C1)P([C-]2C=CC=C2)C3=CC=CC=C3.Cl[Pd]Cl.[Fe+2] (Pd(dppf)Cl2). Procedure details: A mixture of methyl 6-chloro-5-(5,5-dimethyl-1,3,2-dioxaborinan-2-yl)-1H-indole-3-carboxylate (80 mg, 0.15 mmol), 4-bromotoluene (56 mg, 0.30 mmol), 2.0M aqueous potassium carbonate (0.5 mL, 1.0 mmol), and Pd(dppf)Cl2 (10 mg, 0.01 mmol) in toluene/ethanol (1.44 mL/0.48 mL) was stirred at 110° C. for 2.5 hours. The mixture was poured into ethyl acetate and washed with water. The organic phase was dried over sodium sulfate, filtered, and concentrated to give a residue, which was purified by prepar... Product: ClC1=C(C=C2C(=CNC2=C1)C(=O)OC)C1=CC=C(C=C1)C (methyl 6-chloro-5-(4-methylphenyl)-1H-indole-3-carboxylate). Solvent: C1(=CC=CC=C1)C.C(C)O (toluene ethanol). Reactants: ClC1=C(C=C2C(=CNC2=C1)C(=O)OC)B1OCC(CO1)(C)C (methyl 6-chloro-5-(5,5-dimethyl-1,3,2-dioxaborinan-2-yl)-1H-indole-3-carboxylate), BrC1=CC=C(C=C1)C (4-bromotoluene), C([O-])([O-])=O.[K+].[K+] (potassium carbonate), C(C)(=O)OCC (ethyl acetate). As a reaction SMILES: [Cl:1][C:2]1[CH:10]=[C:9]2[C:5]([C:6]([C:11]([O:13][CH3:14])=[O:12])=[CH:7][NH:8]2)=[CH:4][C:3]=1B1OCC(C)(C)CO1.Br[C:24]1[CH:29]=[CH:28][C:27]([CH3:30])=[CH:26][CH:25]=1.C(=O)([O-])[O-].[K+].[K+].C(OCC)(=O)C>C1(C)C=CC=CC=1.C(O)C.C1C=CC(P(C2C=CC=CC=2)[C-]2C=CC=C2)=CC=1.C1C=CC(P(C2C=CC=CC=2)[C-]2C=CC=C2)=CC=1.Cl[Pd]Cl.[Fe+2]>[Cl:1][C:2]1[CH:10]=[C:9]2[C:5]([C:6]([C:11]([O:13][CH3:14])=[O:12])=[CH:7][NH:8]2)=[CH:4][C:3]=1[C:24]1[CH:29]=[CH:28][C:27]([CH3:30])=[CH:26][CH:25]=1 |f:2.3.4,6.7,8.9.10.11|. Yield: 177.9%. Run at temperature 110 celsius, time 2.5 hour. Reactants: CCn1cnc(C(=O)O)c1, CCc1ncncc1N, C1CCOC1, O=S(Cl)Cl, c1ccncc1. The product is CCc1ncncc1NC(=O)c1cn(CC)cn1. Reaction SMILES: [CH2:1]([CH3:2])[n:3]1[cH:4][n:5][c:6]([C:8](=[O:9])[OH:10])[cH:7]1.[CH2:21]([CH3:22])[c:23]1[n:24][cH:25][n:26][cH:27][c:28]1[NH2:29].[CH2:30]1[O:31][CH2:32][CH2:33][CH2:34]1.[S:11]([Cl:12])([Cl:13])=[O:14].[cH:15]1[cH:16][cH:17][n:18][cH:19][cH:20]1>>[CH2:1]([CH3:2])[n:3]1[cH:4][n:5][c:6]([C:8](=[O:10])[NH:29][c:28]2[c:23]([CH2:21][CH3:22])[n:24][cH:25][n:26][cH:27]2)[cH:7]1. Starting materials: C(=O)(C(F)(F)F)O (TFA), C1(=CC=CC=C1)[C@@H](C)NC(NC1=CC2=C(C=N1)C(=NN2C(C2=CC=CC=C2)(C2=CC=CC=C2)C2=CC=CC=C2)NC(OC)=O)=O ((R)-methyl (6-(3-(1-phenylethyl)ureido)-1-trityl-1H-pyrazolo[4,3-c]pyridin-3-yl)carbamate), C(C)[SiH](CC)CC (Triethylsilane). Run at time 1 hour. The product is C1(=CC=CC=C1)[C@@H](C)NC(NC1=CC2=C(C=N1)C(=NN2)NC(OC)=O)=O ((R)-methyl (6-(3-(1-phenylethyl)ureido)-1H-pyrazolo[4,3-c]pyridin-3-yl)carbamate), C(=O)(C(F)(F)F)O (TFA). Yield: 57.5%. As a reaction SMILES: [C:1]1([C@H:7]([NH:9][C:10](=[O:45])[NH:11][C:12]2[N:17]=[CH:16][C:15]3[C:18]([NH:40][C:41](=[O:44])[O:42][CH3:43])=[N:19][N:20](C(C4C=CC=CC=4)(C4C=CC=CC=4)C4C=CC=CC=4)[C:14]=3[CH:13]=2)[CH3:8])[CH:6]=[CH:5][CH:4]=[CH:3][CH:2]=1.C([SiH](CC)CC)C.[C:53]([OH:59])([C:55]([F:58])([F:57])[F:56])=[O:54]>>[C:1]1([C@H:7]([NH:9][C:10](=[O:45])[NH:11][C:12]2[N:17]=[CH:16][C:15]3[C:18]([NH:40][C:41](=[O:44])[O:42][CH3:43])=[N:19][NH:20][C:14]=3[CH:13]=2)[CH3:8])[CH:6]=[CH:5][CH:4]=[CH:3][CH:2]=1.[C:53]([OH:59])([C:55]([F:58])([F:57])[F:56])=[O:54]. Procedure details: (R)-methyl (6-(3-(1-phenylethyl)ureido)-1-trityl-1H-pyrazolo[4,3-c]pyridin-3-yl)carbamate (0.622 mmol) was taken up in TFA (5 ml) and the reaction mixture stirred at room temperature for 1 h. Triethylsilane (0.113 ml, 0.705 mmol) was added drop wise, and the reaction mixture stirred for an additional 5 minutes. The mixture was concentrated, re-dissolved in DMSO (1.5 mL) and submitted for purification by mass-triggered preparative HPLC to afford (R)-methyl (6-(3-(1-phenylethyl)ureido)-1H-pyrazolo... Starting materials: C1(CCCCC1)C[C@@H]([C@@H]1OC1)NC(OC(C)(C)C)=O (tert-Butyl (S)-2-cyclohexyl-1-((S)-oxiran-2-yl)ethylcarbamate), [N-]=[N+]=[N-].[Na+] (sodium azide), [Cl-].[NH4+] (ammonium chloride). The solvent is CO (MeOH). Conditions: temperature 70 celsius. Product: C(C)(C)(C)OC(=O)N[C@H]([C@@H](CN=[N+]=[N-])O)CC1CCCCC1 ((2R,3S)-3-(t-Butoxycarbonylamino)-1-azido-4-cyclohexylbutan-2-ol). Reaction SMILES: [CH:1]1([CH2:7][C@H:8]([NH:12][C:13](=[O:19])[O:14][C:15]([CH3:18])([CH3:17])[CH3:16])[C@H:9]2[CH2:11][O:10]2)[CH2:6][CH2:5][CH2:4][CH2:3][CH2:2]1.[N-:20]=[N+:21]=[N-:22].[Na+].[Cl-].[NH4+]>CO>[C:15]([O:14][C:13]([NH:12][C@@H:8]([CH2:7][CH:1]1[CH2:6][CH2:5][CH2:4][CH2:3][CH2:2]1)[C@H:9]([OH:10])[CH2:11][N:20]=[N+:21]=[N-:22])=[O:19])([CH3:18])([CH3:17])[CH3:16] |f:1.2,3.4|. Procedure: tert-Butyl (S)-2-cyclohexyl-1-((S)-oxiran-2-yl)ethylcarbamate (492 mg, 1.82 mmol), sodium azide (600 mg, 9.2 mmol), and ammonium chloride (540 mg, 10 mmol) were dissolved in MeOH (26 mL). The reaction was heated to 70° C. for 15 h. The solution was cooled to rt and quenched with water (80 mL). The solution was extracted with EtOAc (3×). The combined organic layers were washed with brine, dried over MgSO4, and the solvent was removed. The crude (2R,3S)-3-amino-1-azido-4-cyclohexylbutan-2-ol (524 ...